Dataset: the Open Reaction Database (ORD), a public repository of structured organic reaction records. Task: describe an organic reaction: reactants, conditions, products, and yield RXN SMILES: [C:1]([CH3:2])([CH3:3])([CH3:4])[O:5][C:6]([N:7]([CH3:8])[CH:9]([CH3:10])[C:11]([NH:12][CH:13]([C:14]([CH3:15])([CH3:16])[CH3:17])[C:18](=[O:19])[N:20]1[CH:21]2[CH:22]([CH2:23][CH2:24]1)[N:25]([C:41]([CH2:42][NH:43][C:44]([O:45][CH2:46][c:47]1[cH:48][cH:49][cH:50][cH:51][cH:52]1)=[O:53])=[O:54])[CH2:26][CH:27]2[C:28]([NH:29][c:30]1[cH:31][cH:32][cH:33][c:34]2[cH:35][cH:36][cH:37][cH:38][c:39]12)=[O:40])=[O:55])=[O:56].[CH3:57][OH:58].[CH3:59][CH2:60][O:61][C:62]([CH3:63])=[O:64]>>[C:1]([CH3:2])([CH3:3])([CH3:4])[O:5][C:6]([N:7]([CH3:8])[CH:9]([CH3:10])[C:11]([NH:12][CH:13]([C:14]([CH3:15])([CH3:16])[CH3:17])[C:18](=[O:19])[N:20]1[CH:21]2[CH:22]([CH2:23][CH2:24]1)[N:25]([C:41]([CH2:42][NH2:43])=[O:54])[CH2:26][CH:27]2[C:28]([NH:29][c:30]1[cH:31][cH:32][cH:33][c:34]2[cH:35][cH:36][cH:37][cH:38][c:39]12)=[O:40])=[O:55])=[O:56]. Yields the product CC(C(=O)NC(C(=O)N1CCC2C1C(C(=O)Nc1cccc3ccccc13)CN2C(=O)CN)C(C)(C)C)N(C)C(=O)OC(C)(C)C. The reactants are CC(C(=O)NC(C(=O)N1CCC2C1C(C(=O)Nc1cccc3ccccc13)CN2C(=O)CNC(=O)OCc1ccccc1)C(C)(C)C)N(C)C(=O)OC(C)(C)C, CO, CCOC(C)=O. Reported procedure: To a suspension of 26.0 g of [2-(1,3-dioxolan-2-yl)ethyl]-triphenylphosphonium bromide in 300 ml of anhydrous THF, cooled at -25° C., 36 ml of 1.6N n-butyllithium in n-hexane were added, under a nitrogen atmosphere. After stirring for 1 hr, a solution of 5.0 g of (1S,3aS,7aR)-1-acetoxymethyl-3a-hydroxy-7a-methyl-5-perhydroindenone in 50 ml of anhydrous THF was added and the resulting mixture was stirred at -20° C. for 4 hrs, then at room temperature per 3 hrs. The reaction mixture was diluted wi... The product is C(C)(=O)OC[C@H]1CC[C@@]2(C\C(\CC[C@]12C)=C/CC1OCCO1)O ((1S,3aS,7aR)-1-acetoxymethyl-5-[(Z)-2-(1,3-dioxolan-2-yl)ethyliden]-7a-methyl-perhydroinden-3a-ol), C(C)(=O)OC[C@H]1CC[C@@]2(C/C(/CC[C@]12C)=C/CC1OCCO1)O ((1S,3aS,7aR)-1-acetoxymethyl-5-[(E)-2-(1,3-dioxolan-2-yl)ethyliden]-7a-methylperhydroinden-3a-ol). Reaction conditions: temperature -25 celsius, time 1 hour. RXN SMILES: [Br-].[O:2]1[CH2:6][CH2:5][O:4][CH:3]1[CH2:7][CH2:8][P+](C1C=CC=CC=1)(C1C=CC=CC=1)C1C=CC=CC=1.C([Li])CCC.[C:33]([O:36][CH2:37][C@@H:38]1[C@:46]2([CH3:47])[C@@:41]([OH:49])([CH2:42][C:43](=O)[CH2:44][CH2:45]2)[CH2:40][CH2:39]1)(=[O:35])[CH3:34]>C1COCC1.CCCCCC.O>[C:33]([O:36][CH2:37][C@@H:38]1[C@:46]2([CH3:47])[C@@:41]([OH:49])([CH2:42]/[C:43](=[CH:8]\[CH2:7][CH:3]3[O:2][CH2:6][CH2:5][O:4]3)/[CH2:44][CH2:45]2)[CH2:40][CH2:39]1)(=[O:35])[CH3:34].[C:33]([O:36][CH2:37][C@@H:38]1[C@:46]2([CH3:47])[C@@:41]([OH:49])([CH2:42]/[C:43](=[CH:8]/[CH2:7][CH:3]3[O:2][CH2:6][CH2:5][O:4]3)/[CH2:44][CH2:45]2)[CH2:40][CH2:39]1)(=[O:35])[CH3:34] |f:0.1|. Run in O (water), C1CCOC1 (THF), CCCCCC (n-hexane), C1CCOC1 (THF). Reactants: [Br-].O1C(OCC1)CC[P+](C1=CC=CC=C1)(C1=CC=CC=C1)C1=CC=CC=C1 ([2-(1,3-dioxolan-2-yl)ethyl]-triphenylphosphonium bromide), C(CCC)[Li] (n-butyllithium), C(C)(=O)OC[C@H]1CC[C@@]2(CC(CC[C@]12C)=O)O ((1S,3aS,7aR)-1-acetoxymethyl-3a-hydroxy-7a-methyl-5-perhydroindenone). The reactants are CCCCCCCCc1c(C)[nH]c(C)cc1=O, CCO, [O-][I+2]([O-])O, I, [Na+], [Na+], O, O=S([O-])[O-]. Product: CCCCCCCCc1c(C)[nH]c(C)c(I)c1=O. As a reaction SMILES: [CH3:1][c:2]1[nH:3][c:4]([CH3:17])[cH:5][c:6](=[O:16])[c:7]1[CH2:8][CH2:9][CH2:10][CH2:11][CH2:12][CH2:13][CH2:14][CH3:15].[CH3:29][CH2:30][OH:31].[I+2:19]([OH:20])([O-:21])[O-:22].[I:18].[Na+:27].[Na+:28].[OH2:32].[S:23]([O-:24])([O-:25])=[O:26]>>[CH3:1][c:2]1[nH:3][c:4]([CH3:17])[c:5]([I:19])[c:6](=[O:16])[c:7]1[CH2:8][CH2:9][CH2:10][CH2:11][CH2:12][CH2:13][CH2:14][CH3:15]. Starting materials: Nc1nc(C2CC2)no1, [Cl-], O=C(O)C(c1ccccc1)c1ccccc1. Product: O=C(Nc1nc(C2CC2)no1)C(c1ccccc1)c1ccccc1. As a reaction SMILES: [CH:1]1([c:4]2[n:5][o:6][c:7]([NH2:9])[n:8]2)[CH2:2][CH2:3]1.[Cl-:10].[c:11]1([CH:17]([C:18](=[O:19])[OH:20])[c:21]2[cH:22][cH:23][cH:24][cH:25][cH:26]2)[cH:12][cH:13][cH:14][cH:15][cH:16]1>>[CH:1]1([c:4]2[n:5][o:6][c:7]([NH:9][C:18]([CH:17]([c:11]3[cH:12][cH:13][cH:14][cH:15][cH:16]3)[c:21]3[cH:22][cH:23][cH:24][cH:25][cH:26]3)=[O:19])[n:8]2)[CH2:2][CH2:3]1.